Dataset: the Open Reaction Database (ORD), a public repository of structured organic reaction records. Task: describe an organic reaction: reactants, conditions, products, and yield The reactants are C(=C)C1=NC2=CC=CC=C2C=C1 (2-vinylquinoline), C(C)(=O)O (acetic acid), C1(=CC=CC=C1)N1CCNCC1 (N-phenylpiperazine). Run in C(C)O (ethanol). Reaction conditions: temperature 100 celsius. Yields the product C1(=CC=CC=C1)N1CCN(CC1)CCC1=NC2=CC=CC=C2C=C1 (1-Phenyl-4-(β-2-quinolylethyl)piperazine). RXN SMILES: [CH:1]([C:3]1[CH:12]=[CH:11][C:10]2[C:5](=[CH:6][CH:7]=[CH:8][CH:9]=2)[N:4]=1)=[CH2:2].C(O)(=O)C.[C:17]1([N:23]2[CH2:28][CH2:27][NH:26][CH2:25][CH2:24]2)[CH:22]=[CH:21][CH:20]=[CH:19][CH:18]=1>C(O)C>[C:17]1([N:23]2[CH2:28][CH2:27][N:26]([CH2:2][CH2:1][C:3]3[CH:12]=[CH:11][C:10]4[C:5](=[CH:6][CH:7]=[CH:8][CH:9]=4)[N:4]=3)[CH2:25][CH2:24]2)[CH:22]=[CH:21][CH:20]=[CH:19][CH:18]=1. Procedure: To a mixture of 2-vinylquinoline (0.1 mole, 15g.) and glacial acetic acid (0.1 mole, 6 g.) in ethanol (95%, 100 ml.) N-phenylpiperazine (0.1 mole) was added and the solution was refluxed for 15 hrs. The solvent was removed and the remaining oil was heated in vacuo (1 mm. Hg) to 100°C. The oil left in the flask crystallized out on cooling and was recrystallized from ether-petroleum ether to give the titular product m.p. 79°C. The reactants are C(CN)N (ethylene diamine), C(=O)C=O (glyoxal). Conditions: temperature 80 celsius. Product: N1CCNC2NCCNC12 (1,4,5,8-Tetraazadecalin). As a reaction SMILES: [CH2:1]([NH2:4])[CH2:2][NH2:3].[CH:5]([CH:7]=O)=O>>[NH:3]1[CH:5]2[CH:7]([NH:3][CH2:2][CH2:1][NH:4]2)[NH:4][CH2:1][CH2:2]1. Procedure: In a 250-ml round bottom flask was placed 24.0 g of ethylene diamine (0.40 mole). This was cooled to 0° C. by a salt/ice bath and 14.5 g of 40% aqueous glyoxal solution (0.10 mole) was added dropwise during the next 30 minutes. This solution was then heated at 80° C. for 5 hours. During the heating period of crystals formed in the solution. The solution was allowed to slowly cool to room temperature, then cooled to 0° C. The product was then collected by vacuum filtration and washed with cold 50... The reactants are resultant solution, resultant solution, [H-].[Na+] (sodium hydride), FC(C=1C=C(C=CC1)O)(F)F (meta-trifluoromethylphenol), [H-].[Na+] (sodium hydride), ClC1=NC(=CC=C1)OCC=1SC=CC1 (2-chloro-6-(2-thienylmethyloxy)pyridine). The reagents and catalysts are [Cu]I (CuI). The solvent is CN(C=O)C (dimethylformamide). Product: S1C(=CC=C1)COC1=NC(=CC=C1)OC1=CC(=CC=C1)C(F)(F)F (2-(2-thienylmethyloxy)-6-(meta-trifluoromethylphenoxy)pyridine). RXN SMILES: [F:1][C:2]([F:11])([F:10])[C:3]1[CH:4]=[C:5]([OH:9])[CH:6]=[CH:7][CH:8]=1.[H-].[Na+].Cl[C:15]1[CH:20]=[CH:19][CH:18]=[C:17]([O:21][CH2:22][C:23]2[S:24][CH:25]=[CH:26][CH:27]=2)[N:16]=1>CN(C)C=O.[Cu]I>[S:24]1[CH:25]=[CH:26][CH:27]=[C:23]1[CH2:22][O:21][C:17]1[CH:18]=[CH:19][CH:20]=[C:15]([O:9][C:5]2[CH:6]=[CH:7][CH:8]=[C:3]([C:2]([F:10])([F:11])[F:1])[CH:4]=2)[N:16]=1 |f:1.2|. Procedure details: To a solution containing meta-trifluoromethylphenol (3.62 g, 0.0045×5.0 mol), sodium hydride (0.36 g, (Ca.60% in mineral oil), 0.0045×2.0 mol) and CuI (0.42 g, 0.0045×0.5 mol) in dimethylformamide, 2-chloro-6-(2-thienylmethyloxy)pyridine (1.0 g, 0.0045 mol) was added and the resultant solution was refluxed for about 3 hours. Additional sodium hydride (0.36 g, (60% in mineral oil), 0.0045×2.0 mol) was added thereto and the resultant solution was refluxed for another about 1 hour, thereafter the r... The reactants are C1CCOC1, CCCc1nc2cc(C(F)(F)F)ccc2c(C)c1C(=O)OCC, CO, [Li+], [OH-]. Yields the product CCCc1nc2cc(C(F)(F)F)ccc2c(C)c1C(=O)O. RXN SMILES: [CH2:28]1[O:29][CH2:30][CH2:31][CH2:32]1.[CH2:3]([CH3:4])[O:5][C:6](=[O:7])[c:8]1[c:9]([CH2:23][CH2:24][CH3:25])[n:10][c:11]2[cH:12][c:13]([C:19]([F:20])([F:21])[F:22])[cH:14][cH:15][c:16]2[c:17]1[CH3:18].[CH3:26][OH:27].[Li+:2].[OH-:1]>>[O:5]=[C:6]([OH:7])[c:8]1[c:9]([CH2:23][CH2:24][CH3:25])[n:10][c:11]2[cH:12][c:13]([C:19]([F:20])([F:21])[F:22])[cH:14][cH:15][c:16]2[c:17]1[CH3:18]. The reactants are CCOC(C)=O, [N-]=[N+]=NCC(F)(F)c1ccccn1, [H][H]. Product: NCC(F)(F)c1ccccn1. As a reaction SMILES: [CH3:16][CH2:17][O:18][C:19](=[O:20])[CH3:21].[F:1][C:2]([CH2:3][N:4]=[N+:5]=[N-:6])([c:7]1[n:8][cH:9][cH:10][cH:11][cH:12]1)[F:13].[H:14][H:15]>>[F:1][C:2]([CH2:3][NH2:4])([c:7]1[n:8][cH:9][cH:10][cH:11][cH:12]1)[F:13]. Reactants: O=C([O-])[O-], CN(C)C=O, CC(C)Br, [K+], [K+], COC(=S)c1cnc(C)c(O)c1. The product is COC(=S)c1cnc(C)c(OC(C)C)c1. As a reaction SMILES: [C:17](=[O:18])([O-:19])[O-:20].[CH3:23][N:24]([CH3:25])[CH:26]=[O:27].[CH:13]([CH3:14])([CH3:15])[Br:16].[K+:21].[K+:22].[OH:1][c:2]1[c:3]([CH3:12])[n:4][cH:5][c:6]([C:7](=[S:8])[O:9][CH3:10])[cH:11]1>>[O:1]([c:2]1[c:3]([CH3:12])[n:4][cH:5][c:6]([C:7](=[S:8])[O:9][CH3:10])[cH:11]1)[CH:13]([CH3:14])[CH3:15]. Starting materials: NCC=1N=C(SC1C(=O)OCC)N1CCC(CC1)NC(=O)C=1NC(=C(C1Cl)Cl)C (Ethyl 4-(aminomethyl)-2-(4-{[(3,4-dichloro-5-methyl-1H-pyrrol-2-yl)carbonyl]amino}piperidin-1-yl)-1,3-thiazole-5-carboxylate), CS(=O)(=O)Cl (methanesulfonyl chloride). Run in C(Cl)Cl (DCM), C(Cl)Cl (DCM). Run at time 16 hour. Product: ClC1=C(NC(=C1Cl)C)C(=O)NC1CCN(CC1)C=1SC(=C(N1)CNS(=O)(=O)C)C(=O)O (2-(4-{[(3,4-Dichloro-5-methyl-1H-pyrrol-2-yl)carbonyl]amino}piperidin-1-yl)-4-{[(methylsulfonyl)amino]methyl}-1,3-thiazole-5-carboxylic acid). Isolated yield 101.3%. As a reaction SMILES: [NH2:1][CH2:2][C:3]1[N:4]=[C:5]([N:13]2[CH2:18][CH2:17][CH:16]([NH:19][C:20]([C:22]3[NH:23][C:24]([CH3:29])=[C:25]([Cl:28])[C:26]=3[Cl:27])=[O:21])[CH2:15][CH2:14]2)[S:6][C:7]=1[C:8]([O:10]CC)=[O:9].[CH3:30][S:31](Cl)(=[O:33])=[O:32]>C(Cl)Cl>[Cl:27][C:26]1[C:25]([Cl:28])=[C:24]([CH3:29])[NH:23][C:22]=1[C:20]([NH:19][CH:16]1[CH2:15][CH2:14][N:13]([C:5]2[S:6][C:7]([C:8]([OH:10])=[O:9])=[C:3]([CH2:2][NH:1][S:31]([CH3:30])(=[O:33])=[O:32])[N:4]=2)[CH2:18][CH2:17]1)=[O:21]. Reported procedure: Ethyl 4-(aminomethyl)-2-(4-{[(3,4-dichloro-5-methyl-1H-pyrrol-2-yl)carbonyl]amino}piperidin-1-yl)-1,3-thiazole-5-carboxylate (Example 246; 312 mg, 0.677 mmol) was dissolved in DCM and methanesulfonyl chloride (65 μl; 0.844 mmol) was added slowly. The reaction was stirred at room temperature for 16 h, diluted with DCM, washed well with water dried over Na2SO4 and concentrated in vacuo to give the title compound as a light brown thick oil (350 mg)-(LCMS (ES) MH+: 538). The ethyl ester product was ...